This data is from the Open Reaction Database (ORD), a public repository of structured organic reaction records. The task is: describe an organic reaction: reactants, conditions, products, and yield Reactants: N1(CC=CC1)CC1NCCC2=CC=CC=C12 (1-(3-pyrrolin-1-yl)methyl-1,2,3,4-tetrahydroisoquinoline), Cl.C(C)OCC (HCl diethyl ether), C([O-])([O-])=O.[K+].[K+] (potassium carbonate), ClC=1C=C(C=CC1Cl)CC(=O)Cl (3,4-dichlorophenylacetyl chloride). Run in C(Cl)(Cl)Cl (chloroform), C(C)(=O)OCC (ethyl acetate). The product is Cl.N1(CC=CC1)CC1(NCCC2=CC=CC=C12)C(CC1=CC(=C(C=C1)Cl)Cl)=O (1-(3-pyrrolin-1-yl)methyl-2-(3,4-dichlorophenyl)acetyl-1,2,3,4-tetrahydroisoquinoline hydrochloride). The yield is 85.1%. As a reaction SMILES: [N:1]1([CH2:6][CH:7]2[C:16]3[C:11](=[CH:12][CH:13]=[CH:14][CH:15]=3)[CH2:10][CH2:9][NH:8]2)[CH2:5][CH:4]=[CH:3][CH2:2]1.C(=O)([O-])[O-].[K+].[K+].[Cl:23][C:24]1[CH:25]=[C:26]([CH2:31][C:32](Cl)=[O:33])[CH:27]=[CH:28][C:29]=1[Cl:30].Cl.C(OCC)C>C(Cl)(Cl)Cl.C(OCC)(=O)C>[ClH:23].[N:1]1([CH2:6][C:7]2([C:32](=[O:33])[CH2:31][C:26]3[CH:27]=[CH:28][C:29]([Cl:30])=[C:24]([Cl:23])[CH:25]=3)[C:16]3[C:11](=[CH:12][CH:13]=[CH:14][CH:15]=3)[CH2:10][CH2:9][NH:8]2)[CH2:5][CH:4]=[CH:3][CH2:2]1 |f:1.2.3,5.6,9.10|. Procedure details: Prepared as Example No. 1 from 1.44 g (6.73 mmoles) of 1-(3-pyrrolin-1-yl)methyl-1,2,3,4-tetrahydroisoquinoline, 1.8 g (13.05 mmoles) of anhydrous potassium carbonate and 1.8 g (8.05 mmoles) of 3,4-dichlorophenylacetyl chloride in 50 ml of dry chloroform. The work-up of the reaction mixture afforded 1.9 g of the crude product which was dissolved in 60 ml of ethyl acetate and the solution brought to acidic pH with HCl/diethyl ether. The precipitate was filtered, washed and dried, to yield 1.5 g o... The reactants are [Na+].[Cl-] (NaCl), OO (H2O2), SeO2, OC(CSC1=NC=C(C=N1)Cl)CCl (2-(2-hydroxy-3-chloropropyl)thio-5-chloropyrimidine). The solvent is O (water), CO (methanol). Product: OC(CS(=O)C1=NC=C(C=N1)Cl)CCl (2-(2-Hydroxy-3-chloropropyl)sulfinyl-5-chloropyrimidine). Isolated yield 59.0%. RXN SMILES: [OH:1]O.[OH:3][CH:4]([CH2:14][Cl:15])[CH2:5][S:6][C:7]1[N:12]=[CH:11][C:10]([Cl:13])=[CH:9][N:8]=1.[Na+].[Cl-]>O.CO>[OH:3][CH:4]([CH2:14][Cl:15])[CH2:5][S:6]([C:7]1[N:12]=[CH:11][C:10]([Cl:13])=[CH:9][N:8]=1)=[O:1] |f:2.3|. Reported procedure: A solution of 35% H2O2 (1.7 mmol) and SeO2 (1.7 mmol) in water (2.5 ml) was added to a solution of 2-(2-hydroxy-3-chloropropyl)thio-5-chloropyrimidine (1.7 mmol) in methanol (10 ml). The mixture was stirred at room temperature for 18 h before saturated NaCl aq. (40 ml) was added and the mixture extracted with chloroform (3×20 ml). The dried (MgSO4) chloroform solution was evaporated and the residue crystallized from ethyl acetate; yield 59%; m.p. 170° C. 1H NMR (DMSO-d6): δ3.0-4.4 (6H, m), 9.10 ... The reactants are BrC1=C(C(=C(C(=C1O)Br)Br)Br)Br (pentabromophenol), C([O-])([O-])=O.[K+].[K+] (potassium carbonate), [I-].[K+] (potassium iodide), ClCC1(COC1)CCl (3,3-bischloromethyl oxetane). The solvent is O (water), CN(C=O)C (dimethyl formamide). Run at temperature 143 celsius. Yields the product BrC1=C(C(=C(C(=C1OCC1(COC1)COC1=C(C(=C(C(=C1Br)Br)Br)Br)Br)Br)Br)Br)Br (3,3-bis[pentabromophenoxymethyl]oxetane). Reaction SMILES: [Br:1][C:2]1[C:7]([OH:8])=[C:6]([Br:9])[C:5]([Br:10])=[C:4]([Br:11])[C:3]=1[Br:12].[C:13](=[O:16])([O-])[O-].[K+].[K+].[I-].[K+].Cl[CH2:22][C:23]1([CH2:27]Cl)[CH2:26][O:25][CH2:24]1>O.CN(C)C=O>[Br:1][C:2]1[C:7]([O:8][CH2:22][C:23]2([CH2:27][O:16][C:13]3[C:6]([Br:9])=[C:5]([Br:10])[C:4]([Br:11])=[C:3]([Br:12])[C:2]=3[Br:1])[CH2:26][O:25][CH2:24]2)=[C:6]([Br:9])[C:5]([Br:10])=[C:4]([Br:11])[C:3]=1[Br:12] |f:1.2.3,4.5|. Procedure details: A mixture of pentabromophenol (100 g., 0.2 moles), potassium carbonate (30 g., 0.22 moles), potassium iodide (0.5 g.), dimethyl formamide (180 ml.) and 3,3-bischloromethyl oxetane (15.5 g., 0.1 moles) was stirred in a nitrogen atmosphere and heated to 143° C. for 5 hours. The partially cooled reaction mixture was poured into 1 liter of water. The resulting solid 3,3-bis[pentabromophenoxymethyl]oxetane was collected by filtration and washed on the funnel with water and with ethanol. The yield was... The reactants are COc3ccc2cc(c1ccc(C)cc1)ccc2c3 (substrate), Cc1ccc([Mg]Br)cc1 (effective_coupling_partner). The reagents and catalysts are C1-CDC. Run at temperature 60 celsius, time 4 hour. Product: Cc4ccc(c3ccc2cc(c1ccc(C)cc1)ccc2c3)cc4. Starting materials: Cl.O(C1=CC=CC=C1)CCCNC(CC1=CC=C(C=C1)OC)(C)C (N-(3-Phenoxypropyl)-1,1-dimethyl-2-(4-methoxyphenyl)ethylamine Hydrochloride), Cl.O[C@@H](CNC(CC1=CC=C(C=C1)OC)(C)C)COC1=CC=C(C=C1)C(C)(C)C ((S)-N-[2-Hydroxy-3-(4-t-butylphenoxy)propyl]-1,1-dimethyl-2-(4-methoxyphenyl)ethylamine Hydrochloride), Cl.OC(CNC(CC1=CC=C(C=C1)OC)(C)C)COC1=CC=C(C=C1)OC (N-[2-Hydroxy-3-(4-methoxyphenoxy)propyl]-1,1-dimethyl-2-(4-methoxyphenyl)ethylamine Hydrochloride), Cl.OC(CNC(CC1=CC=C(C=C1)OC)(C)C)COC1=CC=C(C=C1)Cl (N-[2-Hydroxy-3-(4-chlorophenoxy)propyl]-1,1-dimethyl-2-(4-methoxypheny)ethylamine Hydrochloride), Cl.OC(CNC(CC1=CC=C(C=C1)OC)(C)C)COC1=CC=CC2=CC=CC=C12 (N-[2-Hydroxy-3-(1-naphthoxy)propyl]-1,1-dimethyl-2-(4-methoxyphenyl) ethylamine Hydrochloride), Cl.O(C1=CC=CC=C1)CCCNC(CC1=CC=C(C=C1)OC)(C)C (N-(3-Phenoxypropyl)-1,1-dimethyl-2-(4-methoxyphenyl)ethylamine Hydrochloride), Cl.OC(CNC(CC1=CC=C(C=C1)OC)(C)C)COC1=CC=C(C=C1)Cl (N-[2-Hydroxy-3-(4-chlorophenoxy)propyl]-1,1-dimethyl-2-(4-methoxypheny)ethylamine Hydrochloride), ( 100 ), Cl.OC(CNC(CC1=CC=C(C=C1)OC)(C)C)COC1=CC=C(C=C1)C(C)(C)C (N-[2-Hydroxy-3-(4-t-butylphenoxy)propyl]-1,1-dimethyl-2-(4-methoxyphenyl)ethylamine Hydrochloride), Cl.O(C1=CC=CC=C1)CCCNC(CC1=CC=C(C=C1)OC)(C)C (N-(3-Phenoxypropyl)-1,1-dimethyl-2-(4-methoxyphenyl)ethylamine Hydrochloride). Product: Cl.OC(CNC(CC1=CC=C(C=C1)OC)(C)C)COC1=CC(=C(C=C1)OC)OC (N-[2-hydroxy-3-(3,4-dimethoxyphenoxy)propyl]-1,1-dimethyl-2-(4-methoxyphenyl)ethylamine Hydrochloride). Reaction SMILES: Cl.[O:2](CCCNC(C)(C)CC1C=CC(OC)=CC=1)[C:3]1C=CC=CC=1.Cl.[OH:26][CH:27]([CH2:42][O:43][C:44]1[CH:49]=[CH:48][C:47](C(C)(C)C)=[CH:46][CH:45]=1)[CH2:28][NH:29][C:30]([CH3:41])([CH3:40])[CH2:31][C:32]1[CH:37]=[CH:36][C:35]([O:38][CH3:39])=[CH:34][CH:33]=1.Cl.[OH:55][CH:56](COC1C=CC([Cl:79])=CC=1)CNC(C)(C)CC1C=CC(OC)=CC=1.Cl.O[C@H](COC1C=CC(C(C)(C)C)=CC=1)CNC(C)(C)CC1C=CC(OC)=CC=1.Cl.OC(COC1C2C(=CC=CC=2)C=CC=1)CNC(C)(C)CC1C=CC(OC)=CC=1.Cl.OC(COC1C=CC(OC)=CC=1)CNC(C)(C)CC1C=CC(OC)=CC=1>>[ClH:79].[OH:26][CH:27]([CH2:42][O:43][C:44]1[CH:49]=[CH:48][C:47]([O:2][CH3:3])=[C:46]([O:55][CH3:56])[CH:45]=1)[CH2:28][NH:29][C:30]([CH3:41])([CH3:40])[CH2:31][C:32]1[CH:37]=[CH:36][C:35]([O:38][CH3:39])=[CH:34][CH:33]=1 |f:0.1,2.3,4.5,6.7,8.9,10.11,12.13|. Procedure details: GC/EI-MS, m/z (rel. int.) 390 (M+,.0), 269 (17), 268 (100), 163 (6), 153 (5), 121 (21), 114 (17), 77 (5), 71 (19), 70 (17), 58 (7). Starting materials: C(#C)C1=NC=CC=C1 (2-ethynyl-pyridine), COC(C1=CN=C(C(=C1)C1=CC=C(C=C1)Cl)Cl)=O (6-chloro-5-(4-chloro-phenyl)-nicotinic acid methyl ester), NC[C@](O)(C1CC1)C ((R)-α-(aminomethyl)-α-methyl-cyclopropanemethanol). Yields the product ClC1=CC=C(C=C1)C=1C(=NC=C(C(=O)NC[C@](C)(O)C2CC2)C1)CCC1=NC=CC=C1 (5-(4-Chloro-phenyl)-N—((R)-2-cyclopropyl-2-hydroxy-propyl)-6-(2-pyridin-2-yl-ethyl)-nicotinamide). RXN SMILES: [C:1]([C:3]1[CH:8]=[CH:7][CH:6]=[CH:5][N:4]=1)#[CH:2].CO[C:11](=[O:26])[C:12]1[CH:17]=[C:16]([C:18]2[CH:23]=[CH:22][C:21]([Cl:24])=[CH:20][CH:19]=2)[C:15](Cl)=[N:14][CH:13]=1.[NH2:27][CH2:28][C@@:29]([CH3:34])([CH:31]1[CH2:33][CH2:32]1)[OH:30]>>[Cl:24][C:21]1[CH:20]=[CH:19][C:18]([C:16]2[C:15]([CH2:2][CH2:1][C:3]3[CH:8]=[CH:7][CH:6]=[CH:5][N:4]=3)=[N:14][CH:13]=[C:12]([CH:17]=2)[C:11]([NH:27][CH2:28][C@@:29]([CH:31]2[CH2:33][CH2:32]2)([OH:30])[CH3:34])=[O:26])=[CH:23][CH:22]=1. Procedure: The title compound was synthesized in analogy to the procedure described for the preparation of Example 140, using 2-ethynyl-pyridine (CAN 1945-84-2), 6-chloro-5-(4-chloro-phenyl)-nicotinic acid methyl ester, and (R)-α-(aminomethyl)-α-methyl-cyclopropanemethanol as starting materials, LC at 215 nm; Rt 3.16: 88%, m/z (ES+): 436.4 (M+H). Starting materials: CCOc1ccc2ccccc2c1C(=O)O, CCOC(=O)Cn1c2c(c3ccccc31)CNCC2, C1CCOC1, CCN(C(C)C)C(C)C, Cl, CN(C)C=O. Yields the product CCOC(=O)Cn1c2c(c3ccccc31)CN(C(=O)c1c(OCC)ccc3ccccc13)CC2. Reaction SMILES: [CH2:1]([CH3:2])[O:3][c:4]1[c:5]([C:14](=[O:15])[OH:16])[c:6]2[cH:7][cH:8][cH:9][cH:10][c:11]2[cH:12][cH:13]1.[CH2:27]1[NH:28][CH2:29][CH2:30][c:31]2[n:32]([CH2:40][C:41](=[O:42])[O:43][CH2:44][CH3:45])[c:33]3[cH:34][cH:35][cH:36][cH:37][c:38]3[c:39]21.[CH2:46]1[O:47][CH2:48][CH2:49][CH2:50]1.[CH:17]([N:18]([CH2:19][CH3:20])[CH:21]([CH3:22])[CH3:23])([CH3:24])[CH3:25].[ClH:26].[O:51]=[CH:52][N:53]([CH3:54])[CH3:55]>>[CH2:1]([CH3:2])[O:3][c:4]1[c:5]([C:14](=[O:16])[N:28]2[CH2:27][c:39]3[c:31]([n:32]([CH2:40][C:41](=[O:42])[O:43][CH2:44][CH3:45])[c:33]4[cH:34][cH:35][cH:36][cH:37][c:38]43)[CH2:30][CH2:29]2)[c:6]2[cH:7][cH:8][cH:9][cH:10][c:11]2[cH:12][cH:13]1. The reactants are C(CCC)(=O)C=1C=NC2=C(C=CC=C2C1NC1=C(C=CC=C1)C)C=O (3-Butyryl-4-(2-methylphenylamino)quinoline-8-carbaldehyde), COS(=O)(=O)[O-].C[S+](C)C (trimethylsulphonium methylsulphate), [OH-].[Na+] (sodium hydroxide), COS(=O)(=O)[O-].C[S+](C)C (trimethylsulphonium methylsulphate), [OH-].[Na+] (sodium hydroxide). The solvent is ClCCl (dichloromethane), O (water). Reaction conditions: time 2.5 hour. The product is C(CCC)(=O)C=1C=NC2=C(C=CC=C2C1NC1=C(C=CC=C1)C)C1OC1 (3-butyryl-4-(2-methylphenylamino)-8-oxiranylquinoline). The yield is 53.9%. RXN SMILES: [C:1]([C:6]1[CH:7]=[N:8][C:9]2[C:14]([C:15]=1[NH:16][C:17]1[CH:22]=[CH:21][CH:20]=[CH:19][C:18]=1[CH3:23])=[CH:13][CH:12]=[CH:11][C:10]=2[CH:24]=[O:25])(=[O:5])[CH2:2][CH2:3][CH3:4].[CH3:26]OS([O-])(=O)=O.C[S+](C)C.[OH-].[Na+]>ClCCl.O>[C:1]([C:6]1[CH:7]=[N:8][C:9]2[C:14]([C:15]=1[NH:16][C:17]1[CH:22]=[CH:21][CH:20]=[CH:19][C:18]=1[CH3:23])=[CH:13][CH:12]=[CH:11][C:10]=2[CH:24]1[CH2:26][O:25]1)(=[O:5])[CH2:2][CH2:3][CH3:4] |f:1.2,3.4|. Procedure: 3-Butyryl-4-(2-methylphenylamino)quinoline-8-carbaldehyde (0.5 q, 1.5 mmol) was dissolved in dichloromethane (5 ml) and trimethylsulphonium methylsulphate (0.34 g, 1.8 mmol) and 50% aqueous sodium hydroxide (0.75 ml) added. The mixture was stirred vigorously for 2.5 hours, when a further addition of trimethylsulphonium methylsulphate (0.23 g, 1.2 mmol) and 50% aqueous sodium hydroxide (0.5 ml) was made. After stirring for a further 2 hours the mixture was diluted with water and extracted with di... The reactants are [N+](=O)([O-])C=1SC=CC1C1=CC=C(C=C1)C (2-nitro-3-(4-tolyl)thiophene), [N+](=O)([O-])C=1SC=CC1C1=CC=C(C=C1)Cl (2-nitro-3-(4-chlorophenyl)thiophene). Product: NC=1SC=CC1C1=CC=C(C=C1)Cl (2-amino-3-(4-chlorophenyl)thiophene). Reaction SMILES: [N+](C1SC=CC=1C1C=CC(C)=CC=1)([O-])=O.[N+:16]([C:19]1[S:20][CH:21]=[CH:22][C:23]=1[C:24]1[CH:29]=[CH:28][C:27]([Cl:30])=[CH:26][CH:25]=1)([O-])=O>>[NH2:16][C:19]1[S:20][CH:21]=[CH:22][C:23]=1[C:24]1[CH:25]=[CH:26][C:27]([Cl:30])=[CH:28][CH:29]=1. Procedure details: The same procedures as described in Example 1 were carried out except that 2-nitro-3-(4-tolyl)thiophene was replaced by 2-nitro-3-(4-chlorophenyl)thiophene, and the filtrate thus obtained was used as intact for the next reaction.